The task is: describe an organic reaction: reactants, conditions, products, and yield. This data is from the Open Reaction Database (ORD), a public repository of structured organic reaction records. Reactants: COc1ccc(CC(=O)O)cc1OC, Cc1c(O)cccc1O. Yields the product COc1ccc(CC(=O)c2ccc(O)c(C)c2O)cc1OC. Reaction SMILES: [CH3:10][O:11][c:12]1[cH:13][c:14]([CH2:20][C:21](=[O:22])[OH:23])[cH:15][cH:16][c:17]1[O:18][CH3:19].[CH3:1][c:2]1[c:3]([OH:4])[cH:5][cH:6][cH:7][c:8]1[OH:9]>>[CH3:1][c:2]1[c:3]([OH:4])[c:5]([C:21]([CH2:20][c:14]2[cH:13][c:12]([O:11][CH3:10])[c:17]([O:18][CH3:19])[cH:16][cH:15]2)=[O:22])[cH:6][cH:7][c:8]1[OH:9]. Starting materials: CI (Methyl iodide), C1(=CC=CC=C1)CCCSC1=NON=C1C=1C=NC=CC1 (3-(3-(3-phenylpropylthio)-1,2,5-oxadiazol-4-yl)pyridine). The solvent is CC(=O)C (acetone). Reaction conditions: time 20 hour. Yields the product [I-].C1(=CC=CC=C1)CCCSC1=NON=C1C=1C=[N+](C=CC1)C (3-(3-(3-phenylpropylthio)-1,2,5-oxadiazol-4-yl)-methylpyridinium iodide). As a reaction SMILES: [CH3:1][I:2].[C:3]1([CH2:9][CH2:10][CH2:11][S:12][C:13]2[C:17]([C:18]3[CH:19]=[N:20][CH:21]=[CH:22][CH:23]=3)=[N:16][O:15][N:14]=2)[CH:8]=[CH:7][CH:6]=[CH:5][CH:4]=1>CC(C)=O>[I-:2].[C:3]1([CH2:9][CH2:10][CH2:11][S:12][C:13]2[C:17]([C:18]3[CH:19]=[N+:20]([CH3:1])[CH:21]=[CH:22][CH:23]=3)=[N:16][O:15][N:14]=2)[CH:8]=[CH:7][CH:6]=[CH:5][CH:4]=1 |f:3.4|. Procedure: Methyl iodide (1 ml, 15 mmol) was added to a solution of 3-(3-(3-phenylpropylthio)-1,2,5-oxadiazol-4-yl)pyridine (7 mmol) in acetone and the reaction mixture was stirred at room temperature for 20 h. and evaporated. The reactants are FeCl3, C(C1=CC=CC=C1)Cl (benzyl chloride). Solvent: C1(=CC=CC=C1)C (toluene). Reaction conditions: time 3 hour. Yields the product C(C1=CC=CC=C1)C=1C(=C(C=CC1)C)CC1=CC=CC=C1 (dibenzyltoluene). Isolated yield 61.3%. As a reaction SMILES: [CH2:1](Cl)[C:2]1[CH:7]=[CH:6][CH:5]=[CH:4][CH:3]=1>C1(C)C=CC=CC=1>[CH2:1]([C:3]1[C:2]([CH2:1][C:2]2[CH:7]=[CH:6][CH:5]=[CH:4][CH:3]=2)=[C:7]([CH3:1])[CH:6]=[CH:5][CH:4]=1)[C:2]1[CH:7]=[CH:6][CH:5]=[CH:4][CH:3]=1. Reported procedure: To a reaction vessel were added 2500 g of toluene and 50 g of FeCl3 and reaction was carried out for 3 hours by adding 1500 g of benzyl chloride with stirring at room temperature. After the reaction, the catalyst was deactivated and 660 g of dibenzyltoluene was obtained.